Dataset: the Open Reaction Database (ORD), a public repository of structured organic reaction records. Task: describe an organic reaction: reactants, conditions, products, and yield Starting materials: CNC(=O)C(Cc1ccc2ccccc2c1)N1CCN(C(=O)OC(C)(C)C)C(CCO[Si](C)(C)C(C)(C)C)C1, CCCC[N+](CCCC)(CCCC)CCCC, [F-]. Yields the product CNC(=O)C(Cc1ccc2ccccc2c1)N1CCN(C(=O)OC(C)(C)C)C(CCO)C1. Reaction SMILES: [C:1]([CH3:2])([CH3:3])([CH3:4])[O:5][C:6](=[O:7])[N:8]1[CH:9]([CH2:30][CH2:31][O:32][Si:33]([C:34]([CH3:35])([CH3:36])[CH3:37])([CH3:38])[CH3:39])[CH2:10][N:11]([CH:14]([CH2:15][c:16]2[cH:17][c:18]3[cH:19][cH:20][cH:21][cH:22][c:23]3[cH:24][cH:25]2)[C:26]([NH:27][CH3:28])=[O:29])[CH2:12][CH2:13]1.[CH3:41][CH2:42][CH2:43][CH2:44][N+:45]([CH2:46][CH2:47][CH2:48][CH3:49])([CH2:50][CH2:51][CH2:52][CH3:53])[CH2:54][CH2:55][CH2:56][CH3:57].[F-:40]>>[C:1]([CH3:2])([CH3:3])([CH3:4])[O:5][C:6](=[O:7])[N:8]1[CH:9]([CH2:30][CH2:31][OH:32])[CH2:10][N:11]([CH:14]([CH2:15][c:16]2[cH:17][c:18]3[cH:19][cH:20][cH:21][cH:22][c:23]3[cH:24][cH:25]2)[C:26]([NH:27][CH3:28])=[O:29])[CH2:12][CH2:13]1. Starting materials: CC1=NC2=C3N=CC=CC3=CC=C2C(=C1)O (2-methyl-[1,10]phenathrolin-4-ol), P(=O)(Cl)(Cl)Cl (phosphorus oxychloride), C(Cl)Cl (methylene chloride), C(=O)(O)[O-].[Na+] (NaHCO3). Solvent: C(C)OCC (ethyl ether). Yields the product ClC1=CC(=NC2=C3N=CC=CC3=CC=C12)C (4-Chloro-2-methyl-[1,10]phenanthroline). As a reaction SMILES: [CH3:1][C:2]1[CH:15]=[C:14](O)[C:13]2[C:4](=[C:5]3[C:10](=[CH:11][CH:12]=2)[CH:9]=[CH:8][CH:7]=[N:6]3)[N:3]=1.P(Cl)(Cl)([Cl:19])=O.C(Cl)Cl.C([O-])(O)=O.[Na+]>C(OCC)C>[Cl:19][C:14]1[C:13]2[C:4](=[C:5]3[C:10](=[CH:11][CH:12]=2)[CH:9]=[CH:8][CH:7]=[N:6]3)[N:3]=[C:2]([CH3:1])[CH:15]=1 |f:3.4|. Reported procedure: To a 500 mL round-bottomed flask equipped with a reflux condenser containing 2-methyl-[1,10]phenathrolin-4-ol, (10.20 g, 48.5 mmol), was slowly added phosphorus oxychloride (200 mL) and the mixture was refluxed for 3 hours. The reaction flask was allowed to cool down to room temperature and the solvent was removed in a rotary evaporator. The solid obtained was treated with methylene chloride (200 mL) and saturated NaHCO3 (200 mL) and transferred to a separatory funnel. The aqueous layer was furt... Solvent: CN(C=O)C (N,N-dimethylformamide). Starting materials: NCC1=NC(=NO1)C=1N=CN2C1[C@H]1N(C(C3=C2C=CC=C3Cl)=O)CCC1 ((S)-1-(5-aminomethyl-1,2,4-oxadiazol-3-yl)-8-chloro-11,12,13,13a-tetrahydro-9H-imidazo[1,5-a]pyrrolo[2,1-c][1,4]benzodiazepin-9-one), N12CCCCCC2=NCCC1 (1,8-diazabicyclo[5.4.0]undec-7-ene), C(C=C)Br (allyl bromide). As a reaction SMILES: [NH2:1][CH2:2][C:3]1[O:7][N:6]=[C:5]([C:8]2[N:9]=[CH:10][N:11]3[C:17]4[CH:18]=[CH:19][CH:20]=[C:21]([Cl:22])[C:16]=4[C:15](=[O:23])[N:14]4[CH2:24][CH2:25][CH2:26][C@H:13]4[C:12]=23)[N:4]=1.N12CCCN=C1CC[CH2:30][CH2:29][CH2:28]2.[CH2:38](Br)[CH:39]=[CH2:40]>CN(C)C=O>[CH2:30]([N:1]([CH2:2][C:3]1[O:7][N:6]=[C:5]([C:8]2[N:9]=[CH:10][N:11]3[C:17]4[CH:18]=[CH:19][CH:20]=[C:21]([Cl:22])[C:16]=4[C:15](=[O:23])[N:14]4[CH2:24][CH2:25][CH2:26][C@H:13]4[C:12]=23)[N:4]=1)[CH2:40][CH:39]=[CH2:38])[CH:29]=[CH2:28]. Product: C(C=C)N(CC=C)CC1=NC(=NO1)C=1N=CN2C1[C@H]1N(C(C3=C2C=CC=C3Cl)=O)CCC1 ((S)-1-(5-diallylaminomethyl-1,2,4-oxadiazol-3-yl)-8-chloro-11,12,13,13a-tetrahydro-9H-imidazo[1,5-a]pyrrolo[2,1-c][1,4]-benzodiazepin-9-one). Isolated yield 49.3%. Procedure details: 3.0 g (8.1 mmol) of (S)-1-(5-aminomethyl-1,2,4-oxadiazol-3-yl)-8-chloro-11,12,13,13a-tetrahydro-9H-imidazo[1,5-a]pyrrolo[2,1-c][1,4]benzodiazepin-9-one, 20 ml of N,N-dimethylformamide, 3 ml (20 mmol) of 1,8-diazabicyclo[5.4.0]undec-7-ene (1.5-5) and 6.54 g (54 mmol) of allyl bromide were stirred at 40° overnight. The reaction mixture was concentrated, the residue was dissolved in methylene chloride and the solution was washed with water. After drying the product was purified by chromatography on... Starting materials: BrCc1ccccc1, O=C([O-])[O-], CN(C)C=O, [K+], [K+], CNS(=O)(=O)CC(=O)C=C(C)N. Product: CC(N)=CC(=O)CS(=O)(=O)N(C)Cc1ccccc1. As a reaction SMILES: [Br:13][CH2:14][c:15]1[cH:16][cH:17][cH:18][cH:19][cH:20]1.[C:21](=[O:22])([O-:23])[O-:24].[CH3:27][N:28]([CH3:29])[CH:30]=[O:31].[K+:25].[K+:26].[NH2:1][C:2](=[CH:3][C:4]([CH2:5][S:6](=[O:7])(=[O:8])[NH:9][CH3:10])=[O:11])[CH3:12]>>[NH2:1][C:2](=[CH:3][C:4]([CH2:5][S:6](=[O:7])(=[O:8])[N:9]([CH3:10])[CH2:14][c:15]1[cH:16][cH:17][cH:18][cH:19][cH:20]1)=[O:11])[CH3:12]. Yield: 89.5%. As a reaction SMILES: N12CCCCC1C=NCCC2.[CH3:12][C:13]1([CH3:26])[O:17][C:16]2[C:18]([S:22](=[O:25])(=[O:24])[NH2:23])=[CH:19][CH:20]=[CH:21][C:15]=2[CH2:14]1.[CH3:27][N:28]=[C:29]=[O:30].C(=O)([O-])[O-].[Na+].[Na+]>O1CCOCC1.O>[CH3:12][C:13]1([CH3:26])[O:17][C:16]2[C:18]([S:22]([NH:23][C:29]([NH:28][CH3:27])=[O:30])(=[O:25])=[O:24])=[CH:19][CH:20]=[CH:21][C:15]=2[CH2:14]1 |f:3.4.5|. The solvent is O1CCOCC1 (dioxan), O (water). Reported procedure: 6.54 ml of 1,5-diazabicyclo(5,4,0)undec-5-ene are added to 9.9 g (0.0436 mole) of 2,3-dihydro-2,2-dimethyl-7-sulfamoylbenzo[b]furan (compound 1.4) in dioxan. While cooling with ice, 2.65 ml of methyl isocyanate are added dropwise. The reaction mixture is stirred for 2 hours at 20° to 25° C., then diluted with water, neutralised with 10 ml of 5% sodium carbonate solution, and filtered. Acidification of the filtrate yields 11.1 g (89.5% of theory) of N-(2,3-dihydro-2,2-dimethylbenzo[b]furan-7-ylsu... Reaction conditions: time 2 hour. Starting materials: CN=C=O (methyl isocyanate), N12CCCN=CC2CCCC1 (1,5-diazabicyclo(5,4,0)undec-5-ene), CC1(CC2=C(O1)C(=CC=C2)S(N)(=O)=O)C (2,3-dihydro-2,2-dimethyl-7-sulfamoylbenzo[b]furan), CC1(CC2=C(O1)C(=CC=C2)S(N)(=O)=O)C (2,3-dihydro-2,2-dimethyl-7-sulfamoylbenzo[b]furan), C([O-])([O-])=O.[Na+].[Na+] (sodium carbonate). Yields the product CC1(CC2=C(O1)C(=CC=C2)S(=O)(=O)NC(=O)NC)C (N-(2,3-dihydro-2,2-dimethylbenzo[b]furan-7-ylsulfonyl)-N'-methylurea). Reactants: [Li]CCCC, CC(C)=O, Cn1cncc1-c1cc2nccc(Cl)c2s1, C1CCOC1, O. Product: Cn1c(-c2cc3nccc(Cl)c3s2)cnc1C(C)(C)O. As a reaction SMILES: [CH2:1]([Li:2])[CH2:3][CH2:4][CH3:5].[CH3:22][C:23]([CH3:24])=[O:25].[Cl:6][c:7]1[c:8]2[c:9]([n:10][cH:11][cH:12]1)[cH:13][c:14](-[c:16]1[n:17]([CH3:21])[cH:18][n:19][cH:20]1)[s:15]2.[O:26]1[CH2:27][CH2:28][CH2:29][CH2:30]1.[OH2:31]>>[Cl:6][c:7]1[c:8]2[c:9]([n:10][cH:11][cH:12]1)[cH:13][c:14](-[c:16]1[n:17]([CH3:21])[c:18]([C:23]([CH3:22])([CH3:24])[OH:25])[n:19][cH:20]1)[s:15]2. Reactants: C1(CC1)C=1C(=CC(=NC1)C(=O)O)OCCF (5-cyclopropyl-4-(2-fluoroethoxy)-pyridine-2-carboxylic acid), NC1(CS(C1)(=O)=O)CC(=O)N (2-(3-amino-1,1-dioxo-thietan-3-yl)acetamide). Product: NC(CC1(CS(C1)(=O)=O)NC(=O)C1=NC=C(C(=C1)OCCF)C1CC1)=O (N-[3-(2-amino-2-oxoethyl)-1,1-dioxothietan-3-yl]-5-cyclopropyl-4-(2-fluoroethoxy)pyridine-2-carboxamide). RXN SMILES: [CH:1]1([C:4]2[C:5]([O:13][CH2:14][CH2:15][F:16])=[CH:6][C:7]([C:10]([OH:12])=O)=[N:8][CH:9]=2)[CH2:3][CH2:2]1.[NH2:17][C:18]1([CH2:24][C:25]([NH2:27])=[O:26])[CH2:21][S:20](=[O:23])(=[O:22])[CH2:19]1>>[NH2:27][C:25](=[O:26])[CH2:24][C:18]1([NH:17][C:10]([C:7]2[CH:6]=[C:5]([O:13][CH2:14][CH2:15][F:16])[C:4]([CH:1]3[CH2:2][CH2:3]3)=[CH:9][N:8]=2)=[O:12])[CH2:19][S:20](=[O:22])(=[O:23])[CH2:21]1. Procedure details: The title compound was synthesized in analogy to Example 112e, using 5-cyclopropyl-4-(2-fluoroethoxy)-pyridine-2-carboxylic acid (example 146b) and 2-(3-amino-1,1-dioxo-thietan-3-yl)acetamide (example 160d) as starting materials and isolated (30 mg, 34%); MS (ESI, m/z): 386.2 (M+H+). Reactants: C(=O)(O)CCCCCCC=1C(CC(C1)O)=O (2-(6-carboxyhexyl)-4-hydroxycyclopent-2-en-1-one), SCCO (β-mercaptoethanol), C[O-].[Na+] (sodium methoxide). Reported procedure: In the manner of Example 281 a methanol solution of 2-(6-carboxyhexyl)-4-hydroxycyclopent-2-en-1-one [Prostaglandins, 3, 921 (1973)] and β-mercaptoethanol is treated with sodium methoxide solution, acidified, concentrated, and extracted to provide the subject compound as an oil. As a reaction SMILES: [C:1]([CH2:4][CH2:5][CH2:6][CH2:7][CH2:8][CH2:9][C:10]1[C:11](=[O:16])[CH2:12][CH:13](O)[CH:14]=1)([OH:3])=[O:2].[SH:17][CH2:18][CH2:19][OH:20].C[O-].[Na+]>CO>[C:1]([CH2:4][CH2:5][CH2:6][CH2:7][CH2:8][CH2:9][C:10]1[C:11](=[O:16])[CH2:12][CH:13]([S:17][CH2:18][CH2:19][OH:20])[CH:14]=1)([OH:3])=[O:2] |f:2.3|. Yields the product C(=O)(O)CCCCCCC=1C(CC(C1)SCCO)=O (2-(6-carboxyhexyl)-4-(2-hydroxyethylthio)cyclopent-2-en-1-one). Solvent: CO (methanol). Starting materials: ClC1=CC(=CC=C1)C(=O)OO (m-chloroperbenzoic acid), N1(CCSCC1)C(=O)N1CCC(CC1)NC(OC(C)(C)C)=O (tert-butyl [1-(thiomorpholine-4-carbonyl)piperidin-4-yl]carbamate), S(=S)(=O)([O-])[O-].[Na+].[Na+] (sodium thiosulfate). Solvent: C(Cl)Cl (methylene chloride). Run at time 18 hour. Yields the product O=S1(CCN(CC1)C(=O)N1CCC(CC1)NC(OC(C)(C)C)=O)=O (tert-butyl [1-(1,1-dioxothiomorpholine-4-carbonyl)piperidin-4-yl]carbamate). RXN SMILES: ClC1C=CC=C(C(OO)=O)C=1.[N:12]1([C:18]([N:20]2[CH2:25][CH2:24][CH:23]([NH:26][C:27](=[O:33])[O:28][C:29]([CH3:32])([CH3:31])[CH3:30])[CH2:22][CH2:21]2)=[O:19])[CH2:17][CH2:16]S[CH2:14][CH2:13]1.[S:34]([O-:38])([O-])(=[O:36])=S.[Na+].[Na+]>C(Cl)Cl>[O:36]=[S:34]1(=[O:38])[CH2:14][CH2:13][N:12]([C:18]([N:20]2[CH2:21][CH2:22][CH:23]([NH:26][C:27](=[O:33])[O:28][C:29]([CH3:30])([CH3:32])[CH3:31])[CH2:24][CH2:25]2)=[O:19])[CH2:17][CH2:16]1 |f:2.3.4|. Procedure: 2.0 g of m-chloroperbenzoic acid was added to 1.0 g of tert-butyl [1-(thiomorpholine-4-carbonyl)piperidin-4-yl]carbamate in 10 ml of methylene chloride under cooling with ice-water bath. The reaction mixture was allowed to room temperature, and stirred for 18 hours. Aqueous saturated sodium thiosulfate solution was added to the reaction mixture, and this was extracted with EtOAc. The organic layer was washed with aqueous saturated sodium hydrogencarbonate and brine, and dried over anhydrous magn... Starting materials: CCO, COc1cccc(N)c1C, Clc1ccnc(Cl)n1, ClCCl. The product is COc1cccc(Nc2ccnc(Cl)n2)c1C. Reaction SMILES: [CH2:19]([OH:20])[CH3:21].[CH3:1][O:2][c:3]1[c:4]([CH3:10])[c:5]([NH2:9])[cH:6][cH:7][cH:8]1.[Cl:11][c:12]1[n:13][cH:14][cH:15][c:16]([Cl:18])[n:17]1.[Cl:22][CH2:23][Cl:24]>>[CH3:1][O:2][c:3]1[c:4]([CH3:10])[c:5]([NH:9][c:16]2[cH:15][cH:14][n:13][c:12]([Cl:11])[n:17]2)[cH:6][cH:7][cH:8]1.